From a dataset of the Open Reaction Database (ORD), a public repository of structured organic reaction records. describe an organic reaction: reactants, conditions, products, and yield Starting materials: Cl (Hydrogen chloride), O1CCOCC1 (1,4-dioxane), FC1=CC=CC=2N(C(NC21)=O)C2CCN(CC2)C(=O)OC(C)(C)C (tert-Butyl 4-(4-fluoro-2-oxo-2,3-dihydro-1H-benzo[d]imidazol-1-yl)piperidine-1-carboxylate). Solvent: ClCCl (dichloromethane). Reaction conditions: time 5 hour. Product: Cl.FC1=CC=CC=2N(C(NC21)=O)C2CCNCC2 (4-fluoro-1-(piperidin-4-yl)-1H-benzo[d]imidazol-2(3H)-one hydrochloride). RXN SMILES: [F:1][C:2]1[C:10]2[NH:9][C:8](=[O:11])[N:7]([CH:12]3[CH2:17][CH2:16][N:15](C(OC(C)(C)C)=O)[CH2:14][CH2:13]3)[C:6]=2[CH:5]=[CH:4][CH:3]=1.[ClH:25].O1CCOCC1>ClCCl>[ClH:25].[F:1][C:2]1[C:10]2[NH:9][C:8](=[O:11])[N:7]([CH:12]3[CH2:17][CH2:16][NH:15][CH2:14][CH2:13]3)[C:6]=2[CH:5]=[CH:4][CH:3]=1 |f:4.5|. Procedure details: tert-Butyl 4-(4-fluoro-2-oxo-2,3-dihydro-1H-benzo[d]imidazol-1-yl)piperidine-1-carboxylate (1.03 g, 3.07 mmol) was dissolved in dichloromethane (30 ml). 4N Hydrogen chloride in 1,4-dioxane (8 ml, 32 mmol) was added to the reaction at room temperature. The reaction stirred at room temperature for 5 hours. The solvent was removed in vacuo. Title compound was obtained as white solid in quantitative yield. 1H NMR (400 MHz, MeOD) δ ppm 7.14 (d, J=8.81 Hz, 1 H) 7.00-7.10 (m, 1 H) 6.80-6.92 (m, 1 H) 4....